The task is: describe an organic reaction: reactants, conditions, products, and yield. This data is from the Open Reaction Database (ORD), a public repository of structured organic reaction records. Starting materials: Cc1ccc(OB([O-])[O-])cc1, Cc1ccccc1, Cc1cccc2c1OC(C)(C)C2, [K+], [K+], [K+], O=P([O-])([O-])[O-], c1ccc(P(c2ccccc2)c2ccccc2)cc1. Product: Cc1ccc(-c2ccc3c(c2C)OC(C)(C)C3)cc1. As a reaction SMILES: [B:40]([O-:41])([O-:49])[O:50][c:42]1[cH:43][cH:44][c:45]([CH3:48])[cH:46][cH:47]1.[CH3:51][c:52]1[cH:53][cH:54][cH:55][cH:56][cH:57]1.[CH3:9][C:10]1([CH3:20])[O:11][c:12]2[c:13]([cH:15][cH:16][cH:17][c:18]2[CH3:19])[CH2:14]1.[K+:6].[K+:7].[K+:8].[P:1]([O-:2])([O-:3])([O-:4])=[O:5].[c:21]1([P:22]([c:23]2[cH:24][cH:25][cH:26][cH:27][cH:28]2)[c:29]2[cH:30][cH:31][cH:32][cH:33][cH:34]2)[cH:35][cH:36][cH:37][cH:38][cH:39]1>>[CH3:9][C:10]1([CH3:20])[O:11][c:12]2[c:13]([cH:15][cH:16][c:17](-[c:42]3[cH:43][cH:44][c:45]([CH3:48])[cH:46][cH:47]3)[c:18]2[CH3:19])[CH2:14]1.